Dataset: the Open Reaction Database (ORD), a public repository of structured organic reaction records. Task: describe an organic reaction: reactants, conditions, products, and yield Reactants: [H-].[Na+] (Sodium hydride), N1C=CC=2C1=NC=CC2 (Pyrrolo[2,3-b]pyridine), IC (iodomethane). Solvent: CN(C=O)C (dimethylformamide). Reaction conditions: temperature 0 celsius, time 30 minute. Yields the product CN1C=CC=2C1=NC=CC2 (1-METHYLPYRROLO[2,3-b]PYRIDINE). Isolated yield 99.0%. RXN SMILES: [NH:1]1[C:5]2=[N:6][CH:7]=[CH:8][CH:9]=[C:4]2[CH:3]=[CH:2]1.[H-].[Na+].I[CH3:13]>CN(C)C=O>[CH3:13][N:1]1[C:5]2=[N:6][CH:7]=[CH:8][CH:9]=[C:4]2[CH:3]=[CH:2]1 |f:1.2|. Procedure: Pyrrolo[2,3-b]pyridine (2.00 g, 16.93 mmol) is dissolved in dimethylformamide (15.0 ml) under an argon atmosphere. Sodium hydride (60% in oil) (0.96 g, 40.0 mmol, 1.5 equiv.) is added at 0° C. over a period of 30 minutes. After 30 minutes' stirring at 0° C., iodomethane (1.49 ml, 24.02 mmol, 1.5 equiv.) is added dropwise. After returning to room temperature, the reaction mixture is stirred for 1 hour. The dimethylformamide is evaporated off under reduced pressure, and the product is taken up in ... Starting materials: BrC1=CC(=C(C=C1)C)[N+](=O)[O-] (4-bromo-1-methyl-2-nitrobenzene), COC(N(C)C)OC (N,N-dimethylformamide dimethyl acetal). The solvent is CN(C)C=O (DMF). The product is BrC1=CC(=C(C=C1)C=CN(C)C)[N+](=O)[O-] ([2-[4-bromo-2-nitro-phenyl)-vinyl]-dimethyl amine). Yield: 106229.7%. RXN SMILES: [Br:1][C:2]1[CH:7]=[CH:6][C:5]([CH3:8])=[C:4]([N+:9]([O-:11])=[O:10])[CH:3]=1.CO[CH:14](OC)[N:15]([CH3:17])[CH3:16]>CN(C=O)C>[Br:1][C:2]1[CH:7]=[CH:6][C:5]([CH:8]=[CH:14][N:15]([CH3:17])[CH3:16])=[C:4]([N+:9]([O-:11])=[O:10])[CH:3]=1. Reported procedure: A solution of 27 grams (0.125 mmoles) of 4-bromo-1-methyl-2-nitrobenzene and 1 ml (0.31 moles of N,N-dimethylformamide dimethyl acetal in 120 ml of DMF was heated at 80° C. for 2 hours. After cooling, the reaction was poured onto water and extracted with ethylacetate. Then was dried over sodium sulfate and evaporated to give 36 grams of the titled compound as a purple solid. Starting materials: COC(=O)c1nc2c(ncn2C)c(F)c1Nc1ccccc1F, CCOC(C)=O, O=C1CCC(=O)N1Br, CN(C)C=O. Product: COC(=O)c1nc2c(ncn2C)c(F)c1Nc1ccc(Br)cc1F. RXN SMILES: [CH3:1][O:2][C:3](=[O:4])[c:5]1[c:6]([NH:16][c:17]2[c:18]([F:23])[cH:19][cH:20][cH:21][cH:22]2)[c:7]([F:15])[c:8]2[c:9]([n:10]1)[n:11]([CH3:14])[cH:12][n:13]2.[CH3:37][CH2:38][O:39][C:40]([CH3:41])=[O:42].[O:24]=[C:25]1[N:26]([Br:31])[C:27](=[O:28])[CH2:29][CH2:30]1.[O:32]=[CH:33][N:34]([CH3:35])[CH3:36]>>[CH3:1][O:2][C:3](=[O:4])[c:5]1[c:6]([NH:16][c:17]2[c:18]([F:23])[cH:19][c:20]([Br:31])[cH:21][cH:22]2)[c:7]([F:15])[c:8]2[c:9]([n:10]1)[n:11]([CH3:14])[cH:12][n:13]2. Starting materials: [BH4-], CC(C)(C)OC(=O)N1C(=O)C2CC1CCC2N1CCC(NC(=O)OCc2ccccc2)C1=O, C1CCOC1, [Na+], O. Yields the product CC(C)(C)OC(=O)NC1CCC(N2CCC(NC(=O)OCc3ccccc3)C2=O)C(CO)C1. Reaction SMILES: [BH4-:34].[CH2:1]([c:2]1[cH:3][cH:4][cH:5][cH:6][cH:7]1)[O:8][C:9](=[O:10])[NH:11][CH:12]1[C:13](=[O:33])[N:14]([CH:17]2[CH:18]3[C:19](=[O:32])[N:20]([C:25](=[O:26])[O:27][C:28]([CH3:29])([CH3:30])[CH3:31])[CH:21]([CH2:22][CH2:23]2)[CH2:24]3)[CH2:15][CH2:16]1.[CH2:36]1[O:37][CH2:38][CH2:39][CH2:40]1.[Na+:35].[OH2:41]>>[CH2:1]([c:2]1[cH:3][cH:4][cH:5][cH:6][cH:7]1)[O:8][C:9](=[O:10])[NH:11][CH:12]1[C:13](=[O:33])[N:14]([CH:17]2[CH:18]([CH2:19][OH:32])[CH2:24][CH:21]([NH:20][C:25](=[O:26])[O:27][C:28]([CH3:29])([CH3:30])[CH3:31])[CH2:22][CH2:23]2)[CH2:15][CH2:16]1.